Task: describe an organic reaction: reactants, conditions, products, and yield. Dataset: the Open Reaction Database (ORD), a public repository of structured organic reaction records Reactants: C1(=CC=C(C=C1)S(=O)(=O)O)C (p-toluenesulfonic acid), P(=O)([O-])([O-])[O-] (phosphate), C(C)(=O)OCC (ethyl acetate), C(C)OC=C (ethylvinyl ether), ClCCl (dichloromethane). Run in O (water). Reaction conditions: time 1 hour. Product: C(C)OCCSCC(=O)O (S-(1-ethoxy)ethylmercaptoacetic acid). RXN SMILES: C1(C)C=CC([S:7](O)(=O)=O)=CC=1.[CH2:12]([O:14][CH:15]=[CH2:16])[CH3:13].ClCCl.P([O-])([O-])([O-])=O.[C:25]([O:28]CC)(=[O:27])[CH3:26]>O>[CH2:15]([O:14][CH2:12][CH2:13][S:7][CH2:26][C:25]([OH:28])=[O:27])[CH3:16]. Procedure details: To a solution of 17.38 g of p-toluenesulfonic acid maintained between -18° C.-25° C., 23.9 mL of ethylvinyl ether in. 125 mL of dichloromethane is added in drops over a period of 1-1.5 hours. When the addition is complete, the mixture is stirred for another 1 hour. To the above cold solution 250 mL of pH 7 phosphate buffer is added and the cold mixture is poured into a mixture of 800 mL of ethyl acetate and 200 mL of water. The organic layer is removed and the aqueous layer is extracted with 2×2... RXN SMILES: [CH3:12][c:13]1[cH:14][c:15]([NH:20][C:21](=[O:22])[c:23]2[c:24]([S:29][CH2:30][c:31]3[cH:32][cH:33][n:34][c:35]4[cH:36][cH:37][cH:38][cH:39][c:40]34)[n:25][cH:26][cH:27][cH:28]2)[cH:16][c:17]([CH3:19])[cH:18]1.[Cl:1][c:2]1[cH:3][c:4]([C:9](=[O:6])[O:10][OH:11])[cH:5][cH:7][cH:8]1.[Cl:41][CH2:42][Cl:43]>>[O:6]=[S:29]([c:24]1[c:23]([C:21]([NH:20][c:15]2[cH:14][c:13]([CH3:12])[cH:18][c:17]([CH3:19])[cH:16]2)=[O:22])[cH:28][cH:27][cH:26][n:25]1)[CH2:30][c:31]1[cH:32][cH:33][n:34][c:35]2[cH:36][cH:37][cH:38][cH:39][c:40]12. Reactants: Cc1cc(C)cc(NC(=O)c2cccnc2SCc2ccnc3ccccc23)c1, O=C(OO)c1cccc(Cl)c1, ClCCl. The product is Cc1cc(C)cc(NC(=O)c2cccnc2S(=O)Cc2ccnc3ccccc23)c1.